From a dataset of the Open Reaction Database (ORD), a public repository of structured organic reaction records. describe an organic reaction: reactants, conditions, products, and yield The yield is 71.0%. Reported procedure: The title compound was prepared following methods similar to those described in Preparation 351 starting from (2R,5R)-4-{2-[6-(difluoro-phenyl-methyl)-3,3-dimethyl-2,3-dihydro-pyrrolo[3,2-c]pyridin-1-yl]-2-oxo-ethyl}-5-hydroxymethyl-2-methyl-piperazine-1-carboxylic acid tert-butyl ester (1.37 g, 2.5 mmol), methanesulfonyl chloride (234 μL, 3.0 mmol) and TEA (582 μL, 4.0 mmol) to give the title compound (1.0 g) as a pale yellow gum. MS: [M+H]+=563. Product: C(C)(C)(C)OC(=O)N1[C@@H](CN([C@H](C1)CCl)CC(=O)N1CC(C=2C=NC(=CC21)C(C2=CC=CC=C2)(F)F)(C)C)C ((2R,5R)-5-Chloromethyl-4-{2-[6-(difluoro-phenyl-methyl)-3,3-dimethyl-2,3-dihydro-pyrrolo[3,2-c]pyridin-1-yl]-2-oxo-ethyl}-2-methyl-piperazine-1-carboxylic acid tert-butyl ester). As a reaction SMILES: [C:1]([O:5][C:6]([N:8]1[CH2:13][C@H:12]([CH2:14]O)[N:11]([CH2:16][C:17]([N:19]2[C:27]3[CH:26]=[C:25]([C:28]([F:36])([F:35])[C:29]4[CH:34]=[CH:33][CH:32]=[CH:31][CH:30]=4)[N:24]=[CH:23][C:22]=3[C:21]([CH3:38])([CH3:37])[CH2:20]2)=[O:18])[CH2:10][C@H:9]1[CH3:39])=[O:7])([CH3:4])([CH3:3])[CH3:2].CS([Cl:44])(=O)=O>>[C:1]([O:5][C:6]([N:8]1[CH2:13][C@H:12]([CH2:14][Cl:44])[N:11]([CH2:16][C:17]([N:19]2[C:27]3[CH:26]=[C:25]([C:28]([F:36])([F:35])[C:29]4[CH:34]=[CH:33][CH:32]=[CH:31][CH:30]=4)[N:24]=[CH:23][C:22]=3[C:21]([CH3:38])([CH3:37])[CH2:20]2)=[O:18])[CH2:10][C@H:9]1[CH3:39])=[O:7])([CH3:4])([CH3:3])[CH3:2]. Starting materials: C(C)(C)(C)OC(=O)N1[C@@H](CN([C@H](C1)CO)CC(=O)N1CC(C=2C=NC(=CC21)C(C2=CC=CC=C2)(F)F)(C)C)C ((2R,5R)-4-{2-[6-(difluoro-phenyl-methyl)-3,3-dimethyl-2,3-dihydro-pyrrolo[3,2-c]pyridin-1-yl]-2-oxo-ethyl}-5-hydroxymethyl-2-methyl-piperazine-1-carboxylic acid tert-butyl ester), CS(=O)(=O)Cl (methanesulfonyl chloride), TEA. The reactants are FC1=CC=C(C=C1)C1=CN(C2=CC(=CC=C12)C(=O)OC)C(=O)OC(C)(C)C (1-tert-Butyl 6-methyl 3-(4-fluorophenyl)-1H-indole-1,6-dicarboxylate), FC(C(=O)O)(F)F (trifluoroacetic acid). Solvent: C(Cl)Cl (CH2Cl2). Reaction conditions: time 2 hour. Yields the product FC1=CC=C(C=C1)C1=CNC2=CC(=CC=C12)C(=O)OC (Methyl 3-(4-fluorophenyl)-1H-indole-6-carboxylate). Yield: 117.3%. As a reaction SMILES: [F:1][C:2]1[CH:7]=[CH:6][C:5]([C:8]2[C:16]3[C:11](=[CH:12][C:13]([C:17]([O:19][CH3:20])=[O:18])=[CH:14][CH:15]=3)[N:10](C(OC(C)(C)C)=O)[CH:9]=2)=[CH:4][CH:3]=1.FC(F)(F)C(O)=O>C(Cl)Cl>[F:1][C:2]1[CH:3]=[CH:4][C:5]([C:8]2[C:16]3[C:11](=[CH:12][C:13]([C:17]([O:19][CH3:20])=[O:18])=[CH:14][CH:15]=3)[NH:10][CH:9]=2)=[CH:6][CH:7]=1. Procedure details: To a solution of compound 53c (705 mg, 1.91 mmol) in CH2Cl2 (4 mL) was added trifluoroacetic acid (1.5 mL) at room temperature. The mixture was stirred at room temperature for 2 h. The resulting mixture was concentrated to give compound 53d (603.3 mg) as a white solid. MS m/z (M+H+) 270.1. The reactants are C(C)(=O)[O-].[NH4+] (ammonium acetate), COC1=CC=C(C=C1)SC(CC=O)C (3-(4-methoxyphenylthio)butanal), Cl (hydrochloric acid), C(CC(=O)C)(=O)OC (methyl acetoacetate), Cl (hydrochloric acid), [OH-].[Na+] (sodium hydroxide). Reagents/catalysts: [Br-].C(CCC)[N+](CCCC)(CCCC)CCCC (tetrabutylammonium bromide). The solvent is C1(=CC=CC=C1)C (toluene), O (water). Reaction conditions: time 3 hour. Product: OC(CC(C)=O)CC(C)SC1=CC=C(C=C1)OC (4-hydroxy-6-(4-methoxyphenylthio)2-heptanone). The yield is 53.6%. RXN SMILES: C(OC)(=O)[CH2:2][C:3]([CH3:5])=[O:4].[OH-].[Na+].Cl.C([O-])(=O)C.[NH4+].[CH3:17][O:18][C:19]1[CH:24]=[CH:23][C:22]([S:25][CH:26]([CH3:30])[CH2:27][CH:28]=[O:29])=[CH:21][CH:20]=1>O.[Br-].C([N+](CCCC)(CCCC)CCCC)CCC.C1(C)C=CC=CC=1>[OH:29][CH:28]([CH2:27][CH:26]([S:25][C:22]1[CH:23]=[CH:24][C:19]([O:18][CH3:17])=[CH:20][CH:21]=1)[CH3:30])[CH2:2][C:3](=[O:4])[CH3:5] |f:1.2,4.5,8.9|. Reported procedure: 9.86 Grams of methyl acetoacetate were dissolved in 15 ml of water, and 12.67 g of a 30% aqueous sodium hydroxide solution were added thereto by drops while cooling the mixture to 25° C. or less. After having been stirred at 30°-35° C. for 3 hours, the mixture was adjusted to pH 7.0 with a concentrated aqueous hydrochloric acid solution. Thereafter, 0.76 g of ammonium acetate and 2.42 g of tetrabutylammonium bromide were added, and then an additional concentrated aqueous hydrochloric acid soluti...